This data is from the Open Reaction Database (ORD), a public repository of structured organic reaction records. The task is: describe an organic reaction: reactants, conditions, products, and yield The reactants are [H-].[Na+] (sodium hydrid), C(C)(C)(C)OC(=O)N1CCC2=C(CC1)SC(=N2)N (2-amino-4,5,7,8-tetrahydro-thiazolo (4,5-d) azepine-6-carboxylic acid tert-butyl ester), CI (methyliodide). As a reaction SMILES: [H-].[Na+].[C:3]([O:7][C:8]([N:10]1[CH2:16][CH2:15][C:14]2[S:17][C:18]([NH2:20])=[N:19][C:13]=2[CH2:12][CH2:11]1)=[O:9])([CH3:6])([CH3:5])[CH3:4].[CH3:21]I>C1COCC1>[C:3]([O:7][C:8]([N:10]1[CH2:16][CH2:15][C:14]2[S:17][C:18]([NH:20][CH3:21])=[N:19][C:13]=2[CH2:12][CH2:11]1)=[O:9])([CH3:6])([CH3:4])[CH3:5] |f:0.1|. Run in C1CCOC1 (THF). The product is C(C)(C)(C)OC(=O)N1CCC2=C(CC1)SC(=N2)NC (2-methylamino-4,5,7,8-tetrahydro-thiazolo(4,5-d)azepine-6-carboxylic acid tert-butyl ester). Procedure details: 104 mg 60% sodium hydrid was added to 700 mg 2-amino-4,5,7,8-tetrahydro-thiazolo (4,5-d) azepine-6-carboxylic acid tert-butyl ester in 1.5 mL THF at 0° C. Then, 162 μL methyliodide was dropped to the mixture. The reaction was stirred over night at RT. The solvent was removed and the residue was purified by HPLC and 121 mg of the desired product was obtained. Run at time 27 hour. Isolated yield 95.0%. Reactants: O[Li].O (LiOH.H2O), COC(CC1=C(CCC2=NC(=NC=C2C(F)(F)F)NC2=CC=C(C=C2)C2CCN(CC2)C(=O)OC(C)(C)C)C=C(C=C1)C)=O (tert-butyl 4-(4-((4-(2-(2-methoxy-2-oxoethyl)-5-methylphenethyl)-5-(trifluoromethyl)pyrimidin-2-yl)amino)phenyl)piperidine-1-carboxylate). Procedure details: LiOH.H2O (0.028 g, 0.65 mmol) was added to a solution of tert-butyl 4-(4-((4-(2-(2-methoxy-2-oxoethyl)-5-methylphenethyl)-5-(trifluoromethyl)pyrimidin-2-yl)amino)phenyl)piperidine-1-carboxylate (A88) (0.133 g, 0.217 mmol) in THF (7 mL), water (1.5 mL) and MeOH (1 mL) and the resulting mixture stirred at room temperature for 27 hours. The volatiles were removed in vacuo and the residue was partitioned between EtOAc (50 mL) and saturated aqueous NaHCO3 (50 mL). The layers were separated and the aq... Product: C(C)(C)(C)OC(=O)N1CCC(CC1)C1=CC=C(C=C1)NC1=NC=C(C(=N1)CCC1=C(C=CC(=C1)C)CC(=O)O)C(F)(F)F (2-(2-(2-(2-((4-(1-(tert-Butoxycarbonyl)piperidin-4-yl)phenyl)amino)-5-(trifluoromethyl)pyrimidin-4-yl)ethyl)-4-methylphenyl)acetic acid), solid. Run in C1CCOC1 (THF), O (water), CO (MeOH). Reaction SMILES: O[Li].O.C[O:5][C:6](=[O:47])[CH2:7][C:8]1[CH:45]=[CH:44][C:43]([CH3:46])=[CH:42][C:9]=1[CH2:10][CH2:11][C:12]1[C:17]([C:18]([F:21])([F:20])[F:19])=[CH:16][N:15]=[C:14]([NH:22][C:23]2[CH:28]=[CH:27][C:26]([CH:29]3[CH2:34][CH2:33][N:32]([C:35]([O:37][C:38]([CH3:41])([CH3:40])[CH3:39])=[O:36])[CH2:31][CH2:30]3)=[CH:25][CH:24]=2)[N:13]=1>C1COCC1.O.CO>[C:38]([O:37][C:35]([N:32]1[CH2:33][CH2:34][CH:29]([C:26]2[CH:27]=[CH:28][C:23]([NH:22][C:14]3[N:13]=[C:12]([CH2:11][CH2:10][C:9]4[CH:42]=[C:43]([CH3:46])[CH:44]=[CH:45][C:8]=4[CH2:7][C:6]([OH:47])=[O:5])[C:17]([C:18]([F:20])([F:19])[F:21])=[CH:16][N:15]=3)=[CH:24][CH:25]=2)[CH2:30][CH2:31]1)=[O:36])([CH3:41])([CH3:39])[CH3:40] |f:0.1|. Starting materials: O=C1CCC(=O)N1Br, ClC(Cl)(Cl)Cl, COc1ccc2cc(C)ccc2c1. The product is COc1ccc2cc(CBr)ccc2c1. Reaction SMILES: [Br:14][N:15]1[C:16](=[O:17])[CH2:18][CH2:19][C:20]1=[O:21].[C:22]([Cl:23])([Cl:24])([Cl:25])[Cl:26].[CH3:1][c:2]1[cH:3][c:4]2[cH:5][cH:6][c:7]([O:12][CH3:13])[cH:8][c:9]2[cH:10][cH:11]1>>[CH2:1]([c:2]1[cH:3][c:4]2[cH:5][cH:6][c:7]([O:12][CH3:13])[cH:8][c:9]2[cH:10][cH:11]1)[Br:14]. Reactants: NC=1N=NC(=CC1)C1=CC=C(C=C1)Cl (3-amino-6-(4-chlorophenyl)-pyridazine), ClC=C1C=C(NS1)OC (5-chloromethylene-3-methoxy-isothiazole). The solvent is CN(C=O)C (dimethylformamide). Conditions: temperature 80 celsius. Product: Cl.COC1=NSC(=C1)CN1N=C(C=CC1=N)C1=CC=C(C=C1)Cl (2-[(3-methoxy-5-isothiazolyl) methyl]-3-imino-6-(4-chloro-phenyl)-2,3-dihydro-pyridazine, hydrochloride). As a reaction SMILES: [NH2:1][C:2]1[N:3]=[N:4][C:5]([C:8]2[CH:13]=[CH:12][C:11]([Cl:14])=[CH:10][CH:9]=2)=[CH:6][CH:7]=1.Cl[CH:16]=[C:17]1[S:21][NH:20][C:19]([O:22][CH3:23])=[CH:18]1>CN(C)C=O>[ClH:14].[CH3:23][O:22][C:19]1[CH:18]=[C:17]([CH2:16][N:3]2[C:2](=[NH:1])[CH:7]=[CH:6][C:5]([C:8]3[CH:13]=[CH:12][C:11]([Cl:14])=[CH:10][CH:9]=3)=[N:4]2)[S:21][N:20]=1 |f:3.4|. Procedure details: The mixture of 0.500 g of 3-amino-6-(4-chlorophenyl)-pyridazine and 0.438 g of 5-chloromethylene-3-methoxy-isothiazole in 10 ml of dimethylformamide is heated under argon at 80° C. for 14 hours. The reactants are BrC=1C(=NC(=NC1)Cl)Cl (5-bromo-2,4-dichloropyrimidine), C1(CC1)C1=CC(=NN1)N (5-cyclopropyl-1H-pyrazol-3-ylamine), C(C)(C)N(CC)C(C)C (diisopropylethylamine). Solvent: C(CCC)O (1-butanol). RXN SMILES: [Br:1][C:2]1[C:3](Cl)=[N:4][C:5]([Cl:8])=[N:6][CH:7]=1.[CH:10]1([C:13]2[NH:17][N:16]=[C:15]([NH2:18])[CH:14]=2)[CH2:12][CH2:11]1.C(N(C(C)C)CC)(C)C>C(O)CCC>[Br:1][C:2]1[C:3]([NH:18][C:15]2[CH:14]=[C:13]([CH:10]3[CH2:12][CH2:11]3)[NH:17][N:16]=2)=[N:4][C:5]([Cl:8])=[N:6][CH:7]=1. Isolated yield 74.3%. Product: BrC=1C(=NC(=NC1)Cl)NC1=NNC(=C1)C1CC1 (5-Bromo-2-chloropyrimidin-4-yl-(5-cyclopropyl-1H-pyrazol-3-yl)-amine). Procedure details: A mixture of 5-bromo-2,4-dichloropyrimidine (15.4 g, 67.6 mmol), 5-cyclopropyl-1H-pyrazol-3-ylamine (10.0 g, 81.3 mmol) and diisopropylethylamine (17 mL, 102 mmol) in 1-butanol (150 mL) was heated to 80° C. for 1 h. The solid that formed was collected by filtration and washed with acetonitrile to give the desired product (15.8 g, 75%) as a white solid. Reaction conditions: temperature 80 celsius. The yield is 81.0%. Yields the product C(C)(=O)SC(CC(=O)OC)CN=[N+]=[N-] (Methyl 3-(acetylthio)-4-azidobutanoate). Conditions: temperature 0 celsius, time 1 hour. The reactants are S1C(=CC=C1)CC(=O)O (thiolacetic acid), CCN(C(C)C)C(C)C (DIPEA), C1CCOC1 (THF), N(=[N+]=[N-])C/C=C/C(=O)OC ((E)-Methyl 4-azidobut-2-enoate), C1CCOC1 (THF). Procedure: To the solution of (E)-Methyl 4-azidobut-2-enoate (4.00 g, 28.37 mmol) in 60 ml of THF at 0° C. was added the mixture of thiolacetic acid (3.0 ml, 42.09 mmol) and DIPEA (8.0 ml, 45.92 mmol) in 60 ml of THF in 20 min. After stirred at 0° C. for 1 hr, the mixture was stirred at RT overnight, evaporated, redissolved in CH2Cl2, washed with NaHCO3 (sat.) and 1 M NaH2PO4/NaCl (sat.), pH 4 respectively, dried over MgSO4, filtered, evaporated and chromatographic purification on SiO2 column eluted with E... RXN SMILES: [N:1]([CH2:4]/[CH:5]=[CH:6]/[C:7]([O:9][CH3:10])=[O:8])=[N+:2]=[N-:3].[S:11]1C=CC=C1CC(O)=O.CCN(C(C)C)C(C)C.C1C[O:32][CH2:31][CH2:30]1>>[C:31]([S:11][CH:5]([CH2:4][N:1]=[N+:2]=[N-:3])[CH2:6][C:7]([O:9][CH3:10])=[O:8])(=[O:32])[CH3:30]. Starting materials: compound I, N-amino-N-methoxycarbonyl-2-hydrazinoethanol, C=O (formaldehyde), N(N)CCO (2-hydrazinoethanol), ClC(=O)OC (methyl chloroformate). The product is COC(=O)N1NCOCC1 (tetrahydro-4-methoxycarbonyl-4H-1-oxa-3,4-diazine). As a reaction SMILES: [NH:1]([CH2:3][CH2:4][OH:5])[NH2:2].Cl[C:7]([O:9][CH3:10])=[O:8].[CH2:11]=O>>[CH3:10][O:9][C:7]([N:1]1[CH2:3][CH2:4][O:5][CH2:11][NH:2]1)=[O:8]. Reported procedure: The reaction described in the scheme below is an example for the preparation of the compound I where, starting from 2-hydrazinoethanol and methyl chloroformate as acid derivative, firstly N-amino-N-methoxycarbonyl-2-hydrazinoethanol is prepared, which is cyclized in a subsequent reaction with formaldehyde to give tetrahydro-4-methoxycarbonyl-4H-1-oxa-3,4-diazine. Starting materials: N1=CC=CC2=CC=CC=C12 (Quinoline), C(C1=CC=CC=C1)[Mg]Br (benzyl magnesium bromide), O (H2O). The solvent is O1CCCC1 (tetrahydrofuran). Reaction conditions: time 0.5 hour. Product: C(C1=CC=CC=C1)C1NC2=CC=CC=C2C=C1 (2-benzyl-1,2-dihydroquinoline). Reaction SMILES: [N:1]1[C:10]2[C:5](=[CH:6][CH:7]=[CH:8][CH:9]=2)[CH:4]=[CH:3][CH:2]=1.[CH2:11]([Mg]Br)[C:12]1[CH:17]=[CH:16][CH:15]=[CH:14][CH:13]=1.O>O1CCCC1>[CH2:11]([CH:2]1[CH:3]=[CH:4][C:5]2[C:10](=[CH:9][CH:8]=[CH:7][CH:6]=2)[NH:1]1)[C:12]1[CH:17]=[CH:16][CH:15]=[CH:14][CH:13]=1. Reported procedure: Quinoline (6.0 g, 0.0047 mol) in 15 ml of tetrahydrofuran was added to benzyl magnesium bromide (47 ml of 2M in tetrahydrofuran, 0.0094 mol) via a syringe. After stirring for 0.5 hour, the reaction mixture was cooled to 0°, and an equal volume of H2O was added slowly. An exothermic reaction was noted. The aqueous solution was extracted 3×125 ml of ether. The organic layers were combined, dried (K2CO3) and stripped in vacuo to yield intermediate 2-benzyl-1,2-dihydroquinoline as an oil, 11.3 g (0.... The reactants are COc4ccc(n3c1ccccc1c2ccccc23)cc4 (substrate), Cc1ccc([Mg]Br)cc1 (effective_coupling_partner). Reagents/catalysts: C1-CDC. Reaction conditions: temperature 60 celsius, time 4 hour. The product is Cc5ccc(c4ccc(n3c1ccccc1c2ccccc23)cc4)cc5. The reactants are O=C([O-])O, CCCOc1ccc(Br)cc1CNCC, CCOC(C)=O, CN1CCCC1=O, N#Cc1ccc(Cl)nn1, Cl, [Na+]. Product: CCCOc1ccc(Br)cc1CN(CC)c1ccc(C#N)nn1. Reaction SMILES: [C:26](=[O:27])([O-:28])[OH:29].[CH2:2]([CH3:3])[NH:4][CH2:5][c:6]1[c:7]([O:13][CH2:14][CH2:15][CH3:16])[cH:8][cH:9][c:10]([Br:12])[cH:11]1.[CH3:31][CH2:32][O:33][C:34](=[O:35])[CH3:36].[CH3:37][N:38]1[CH2:39][CH2:40][CH2:41][C:42]1=[O:43].[Cl:17][c:18]1[n:19][n:20][c:21]([C:24]#[N:25])[cH:22][cH:23]1.[ClH:1].[Na+:30]>>[CH2:2]([CH3:3])[N:4]([CH2:5][c:6]1[c:7]([O:13][CH2:14][CH2:15][CH3:16])[cH:8][cH:9][c:10]([Br:12])[cH:11]1)[c:18]1[n:19][n:20][c:21]([C:24]#[N:25])[cH:22][cH:23]1.